This data is from the Open Reaction Database (ORD), a public repository of structured organic reaction records. The task is: describe an organic reaction: reactants, conditions, products, and yield Reactants: COc1ccc2ccc(S(=O)(=O)Cl)cc2c1, ClCCl, Nc1ccc(CN2CCC(N)C2=O)cc1[N+](=O)[O-]. Product: COc1ccc2ccc(S(=O)(=O)NC3CCN(Cc4ccc(N)c([N+](=O)[O-])c4)C3=O)cc2c1. Reaction SMILES: [CH3:19][O:20][c:21]1[cH:22][cH:23][c:24]2[cH:25][cH:26][c:27]([S:31](=[O:32])(=[O:33])[Cl:34])[cH:28][c:29]2[cH:30]1.[Cl:35][CH2:36][Cl:37].[NH2:1][CH:2]1[C:3](=[O:18])[N:4]([CH2:7][c:8]2[cH:9][c:10]([N+:15](=[O:16])[O-:17])[c:11]([NH2:14])[cH:12][cH:13]2)[CH2:5][CH2:6]1>>[NH:1]([CH:2]1[C:3](=[O:18])[N:4]([CH2:7][c:8]2[cH:9][c:10]([N+:15](=[O:16])[O-:17])[c:11]([NH2:14])[cH:12][cH:13]2)[CH2:5][CH2:6]1)[S:31]([c:27]1[cH:26][cH:25][c:24]2[cH:23][cH:22][c:21]([O:20][CH3:19])[cH:30][c:29]2[cH:28]1)(=[O:32])=[O:33].